This data is from the Open Reaction Database (ORD), a public repository of structured organic reaction records. The task is: describe an organic reaction: reactants, conditions, products, and yield The reactants are CC1=CC=C(C=C1)S(=O)(=O)Cl (4-Methyl-benzenesulfonyl chloride), COCCCO (3-methoxy-propan-1-ol), N1=CC=CC=C1 (pyridine). The solvent is O (water). Yields the product COCCCOS(=O)(=O)C1=CC=C(C=C1)C (toluene-4-sulfonic acid 3-methoxy-propyl ester). Reaction SMILES: [CH3:1][C:2]1[CH:7]=[CH:6][C:5]([S:8](Cl)(=[O:10])=[O:9])=[CH:4][CH:3]=1.[CH3:12][O:13][CH2:14][CH2:15][CH2:16][OH:17].N1C=CC=CC=1>O>[CH3:12][O:13][CH2:14][CH2:15][CH2:16][O:17][S:8]([C:5]1[CH:6]=[CH:7][C:2]([CH3:1])=[CH:3][CH:4]=1)(=[O:10])=[O:9]. Reported procedure: 4-Methyl-benzenesulfonyl chloride (21 g, 110.0 mmol, 1.1 equiv.) was added at 0° C. to a solution of 3-methoxy-propan-1-ol (9 g, 100.0 mmol, 1.0 equiv.) in pyridine (16.1 ml, 200.0 mmol, 2.0 equiv.). After 1 hr at 0° C. a white solid was formed. It was diluted with water and extracted twice with ethyl acetate. The combined organics were washed with KHSO4/K2SO4 and brine, dried over Na2SO4, filtered, evaporated and crystallized from ether (hygroscopic) to give toluene-4-sulfonic acid 3-methoxy-pr...